This data is from the Open Reaction Database (ORD), a public repository of structured organic reaction records. The task is: describe an organic reaction: reactants, conditions, products, and yield Reactants: C(C)(C)(C)OC(=O)[C@H]1N([C@H](SC1)C1=CC(=CC=C1)O)C(CNC(NC=1C=C(C(=O)OCC[Si](C)(C)C)C=CC1)=O)=O (2-trimethylsilylethyl (2R,4R)-3-{3-{2-[4-tert-butoxycarbonyl-2-(3-hydroxyphenyl)-3-thiazolidinyl]-2-oxoethyl}ureido}benzoate), [F-].C(CCC)[N+](CCCC)(CCCC)CCCC (tetrabutylammonium fluoride). Yields the product C(C)(C)(C)OC(=O)[C@H]1N([C@H](SC1)C1=CC(=CC=C1)O)C(CNC(NC=1C=C(C(=O)O)C=CC1)=O)=O ((2R,4R)-3-{3-{2-[4-tert-butoxycarbonyl-2-(3-hydroxyphenyl)-3-thiazolidinyl]-2-oxoethyl}ureido}-benzoic acid). The yield is 19.5%. Reaction SMILES: [C:1]([O:5][C:6]([C@@H:8]1[CH2:12][S:11][C@H:10]([C:13]2[CH:18]=[CH:17][CH:16]=[C:15]([OH:19])[CH:14]=2)[N:9]1[C:20](=[O:41])[CH2:21][NH:22][C:23](=[O:40])[NH:24][C:25]1[CH:26]=[C:27]([CH:37]=[CH:38][CH:39]=1)[C:28]([O:30]CC[Si](C)(C)C)=[O:29])=[O:7])([CH3:4])([CH3:3])[CH3:2].[F-].C([N+](CCCC)(CCCC)CCCC)CCC>>[C:1]([O:5][C:6]([C@@H:8]1[CH2:12][S:11][C@H:10]([C:13]2[CH:18]=[CH:17][CH:16]=[C:15]([OH:19])[CH:14]=2)[N:9]1[C:20](=[O:41])[CH2:21][NH:22][C:23](=[O:40])[NH:24][C:25]1[CH:26]=[C:27]([CH:37]=[CH:38][CH:39]=1)[C:28]([OH:30])=[O:29])=[O:7])([CH3:4])([CH3:2])[CH3:3] |f:1.2|. Procedure: The operation is carried out in a fashion similar to that described in Example 41, but starting from 4.0 g of 2-trimethylsilylethyl (2R,4R)-3-{3-{2-[4-tert-butoxycarbonyl-2-(3-hydroxyphenyl)-3-thiazolidinyl]-2-oxoethyl}ureido}benzoate and 11.8 cm3 of 1M tetrabutylammonium fluoride solution. The crude product is purified by chromatography on silica [eluent: ethyl acetate]. The fractions containing the expected product are combined and concentrated to dryness under reduced pressure at 40° C. The s... The reactants are C=C(C=O)CCC (2-methylene-pentanal), C(C)OC(C[N+]#[C-])=O (isocyanoacetic acid ethyl ester). Yields the product C(C)OC(=O)C1N=COC1C(=C)CCC (5-(penten-2-yl)-2-oxazoline-4-carboxylic acid ethyl ester). Reaction SMILES: [CH2:1]=[C:2]([CH2:5][CH2:6][CH3:7])[CH:3]=[O:4].[CH2:8]([O:10][C:11](=[O:15])[CH2:12][N+:13]#[C-:14])[CH3:9]>>[CH2:8]([O:10][C:11]([CH:12]1[CH:3]([C:2]([CH2:5][CH2:6][CH3:7])=[CH2:1])[O:4][CH:14]=[N:13]1)=[O:15])[CH3:9]. Procedure details: The starting material is manufactured as follows: Reaction of 2-methylene-pentanal with isocyanoacetic acid ethyl ester analogously to Example 1 yields 5-(penten-2-yl)-2-oxazoline-4-carboxylic acid ethyl ester. By hydrolysis of the 5-(penten-2-yl)-2-oxazoline-4-carboxylic acid ethyl ester in a manner analogous to that described in Example 15, 2-formylamino-3-hydroxy-4-propyl-4-pentenoic acid ethyl ester is obtained.Reaction of the 2-formylamino-3-hydroxy-4-propyl-4-pentenoic acid ethyl ester wit... Reactants: C(C)(C)(C)C1=CC(=C(N1CCC1=CC=CC=C1)C)C(=O)OCC (ethyl 5-tert-butyl-2-methyl-1-(2-phenylethyl)-1H-pyrrole-3-carboxylate), [OH-].[K+] (potassium hydroxide), Cl (hydrochloric acid), Cl (hydrochloric acid). Solvent: C(C)O (ethanol). Conditions: temperature 100 celsius, time 8 hour. Yields the product C(C)(C)(C)C1=CC(=C(N1CCC1=CC=CC=C1)C)C(=O)O (5-tert-butyl-2-methyl-1-(2-phenylethyl)-1H-pyrrole-3-carboxylic acid). Reaction SMILES: [C:1]([C:5]1[N:9]([CH2:10][CH2:11][C:12]2[CH:17]=[CH:16][CH:15]=[CH:14][CH:13]=2)[C:8]([CH3:18])=[C:7]([C:19]([O:21]CC)=[O:20])[CH:6]=1)([CH3:4])([CH3:3])[CH3:2].[OH-].[K+].Cl>C(O)C>[C:1]([C:5]1[N:9]([CH2:10][CH2:11][C:12]2[CH:13]=[CH:14][CH:15]=[CH:16][CH:17]=2)[C:8]([CH3:18])=[C:7]([C:19]([OH:21])=[O:20])[CH:6]=1)([CH3:4])([CH3:2])[CH3:3] |f:1.2|. Reported procedure: A 300 mg portion of ethyl 5-tert-butyl-2-methyl-1-(2-phenylethyl)-1H-pyrrole-3-carboxylate was suspended in 9 ml of ethanol, and 1.8 ml of a 8 M potassium hydroxide aqueous solution was added, followed by stirring overnight at 100° C. The reaction liquid was cooled to room temperature, adjusted to pH 1 by adding 6 M hydrochloric acid and 1 M hydrochloric acid under ice-cooling, and then stirred at the same temperature for 1 hour. The resulting solid was collected by filtration, washed with water... RXN SMILES: [C:1]([C:5]1[O:9][N:8]=[C:7]([NH:10][C:11]([NH:13][C:14]2[CH:19]=[CH:18][CH:17]=[C:16]([SH:20])[CH:15]=2)=[O:12])[CH:6]=1)([CH3:4])([CH3:3])[CH3:2].Cl[C:22]1[C:31]2[C:26](=[CH:27][C:28]3[O:35][CH2:34][CH2:33][O:32][C:29]=3[CH:30]=2)[N:25]=[CH:24][N:23]=1.C([O-])([O-])=O.[Cs+].[Cs+]>C(O)(C)C>[C:1]([C:5]1[O:9][N:8]=[C:7]([NH:10][C:11]([NH:13][C:14]2[CH:19]=[CH:18][CH:17]=[C:16]([S:20][C:22]3[C:31]4[C:26](=[CH:27][C:28]5[O:35][CH2:34][CH2:33][O:32][C:29]=5[CH:30]=4)[N:25]=[CH:24][N:23]=3)[CH:15]=2)=[O:12])[CH:6]=1)([CH3:4])([CH3:2])[CH3:3] |f:2.3.4|. Yields the product C(C)(C)(C)C1=CC(=NO1)NC(=O)NC1=CC(=CC=C1)SC1=NC=NC2=CC3=C(C=C12)OCCO3 (1-(5-tert-butylisoxazol-3-yl)-3-[3-(7,8-dihydro-[1,4]dioxino[2,3-g]quinazolin-4-ylthio]phenyl)urea). Procedure details: According to the procedure described in Example 50, a mixture of the intermediate 1-(5-tert-butylisoxazol-3-yl)-3-(3-mercaptophenyl)urea described in Example 44A (0.105 g, 0.36 mmol), 4-chloro-7,8-dihydro-[1,4]dioxino[2,3-g]quinazoline described in Example 14A (0.111 g, 0.5 mmol), and Cs2CO3 (0.326 g, 1 mmol) in isopropanol (7 mL) was heated at 60° C. for 2 hours, to afford 1-(5-tert-butylisoxazol-3-yl)-3-[3-(7,8-dihydro-[1,4]dioxino[2,3-g]quinazolin-4-ylthio]phenyl)urea as solid. The solvent is C(C)(C)O (isopropanol). The reactants are C(C)(C)(C)C1=CC(=NO1)NC(=O)NC1=CC(=CC=C1)S (1-(5-tert-butylisoxazol-3-yl)-3-(3-mercaptophenyl)urea), Example 14A, C(=O)([O-])[O-].[Cs+].[Cs+] (Cs2CO3), Example 44A, ClC1=NC=NC2=CC3=C(C=C12)OCCO3 (4-chloro-7,8-dihydro-[1,4]dioxino[2,3-g]quinazoline). Run at temperature 60 celsius. Starting materials: COC=1C=C(C(=O)ON=C(C)N)C=C(C1OC)[N+](=O)[O-] (N'-[(3,4-dimethoxy-5-nitrobenzoyl)oxy]acetamidine). Run in C(C)(=O)O (acetic acid). Product: COC=1C=C(C=C(C1OC)[N+](=O)[O-])C1=NC(=NO1)C (5-(3,4-dimethoxy-5-nitrophenyl)-3-methyl-1,2,4-oxadiazole). Procedure: 2.0 g of N'-[(3,4-dimethoxy-5-nitrobenzoyl)oxy]acetamidine are held at reflux temperature for 1 hour in 20 ml of glacial acetic acid. After distillation of the acetic acid, the crystalline residue is recrystallized from ether/hexane. There is obtained 5-(3,4-dimethoxy-5-nitrophenyl)-3-methyl-1,2,4-oxadiazole in the form of colorless crystals of m.p. 111°. As a reaction SMILES: [CH3:1][O:2][C:3]1[CH:4]=[C:5]([CH:13]=[C:14]([N+:18]([O-:20])=[O:19])[C:15]=1[O:16][CH3:17])[C:6]([O:8][N:9]=[C:10]([NH2:12])[CH3:11])=O>C(O)(=O)C>[CH3:1][O:2][C:3]1[CH:4]=[C:5]([C:6]2[O:8][N:9]=[C:10]([CH3:11])[N:12]=2)[CH:13]=[C:14]([N+:18]([O-:20])=[O:19])[C:15]=1[O:16][CH3:17].